This data is from the Open Reaction Database (ORD), a public repository of structured organic reaction records. The task is: describe an organic reaction: reactants, conditions, products, and yield Starting materials: N=1N(C=NC1)C(=O)OC (methyl 1,2,4-triazole-2-carboxylate), C(C1=CC=CC=C1)Br (benzyl bromide), C([O-])([O-])=O.[K+].[K+] (potassium carbonate), C(C)#N (acetonitrile). Product: COC(=O)C1=NN(C=N1)CC1=CC=CC=C1 (1-benzyl-1H-[1,2,4]triazole-3-carboxylic acid methyl ester). RXN SMILES: [N:1]1[N:2]([C:6](OC)=O)[CH:3]=[N:4][CH:5]=1.C(Br)[C:11]1[CH:16]=[CH:15][CH:14]=[CH:13][CH:12]=1.[C:18](=[O:21])([O-])[O-:19].[K+].[K+].[C:24](#N)C>>[CH3:24][O:19][C:18]([C:5]1[N:4]=[CH:3][N:2]([CH2:6][C:11]2[CH:16]=[CH:15][CH:14]=[CH:13][CH:12]=2)[N:1]=1)=[O:21] |f:2.3.4|. Procedure details: A solution of methyl 1,2,4-triazole-2-carboxylate (6.89 g, 54.2 mmole), benzyl bromide (7.7 mL, 65.0 mmol) and potassium carbonate (11.24 g, 81.3 mmol) in acetonitrile (100 mL) was refluxed overnight. The solution was then filtered and concentrated to a residue. The residue was dissolved in diethyl ether. The solution washed with 1N sodium hydroxide one time and water one time, and then dried over MgSO4. The solution was filtered and concentrated to yield 1-benzyl-1H-[1,2,4]triazole-3-carboxylic... The reactants are CO, NC1CCN(Cc2cccc3ncnc(Nc4ccc(OCc5cccc(F)c5)c(Cl)c4)c23)CC1O. Yields the product NC1CCN(Cc2cccc3ncnc(Nc4ccc(OCc5cccc(F)c5)c(Cl)c4)c23)CC1. As a reaction SMILES: [CH3:37][OH:38].[F:1][c:2]1[cH:3][c:4]([CH2:5][O:6][c:7]2[c:8]([Cl:33])[cH:9][c:10]([NH:13][c:14]3[n:15][cH:16][n:17][c:18]4[cH:19][cH:20][cH:21][c:22]([CH2:24][N:25]5[CH2:26][CH:27]([OH:32])[CH:28]([NH2:31])[CH2:29][CH2:30]5)[c:23]34)[cH:11][cH:12]2)[cH:34][cH:35][cH:36]1>>[F:1][c:2]1[cH:3][c:4]([CH2:5][O:6][c:7]2[c:8]([Cl:33])[cH:9][c:10]([NH:13][c:14]3[n:15][cH:16][n:17][c:18]4[cH:19][cH:20][cH:21][c:22]([CH2:24][N:25]5[CH2:26][CH2:27][CH:28]([NH2:31])[CH2:29][CH2:30]5)[c:23]34)[cH:11][cH:12]2)[cH:34][cH:35][cH:36]1. Reactants: BrC1=C(OC2=NC=CC(=N2)N)C=CC=C1 (2-(2-bromophenoxy)pyrimidin-4-amine), CC1(OB(OC1(C)C)C=1C=CC(=NC1)C=1C=NC(=NC1)N)C (5-(5-(4,4,5,5-tetramethyl-1,3,2-dioxaborolan-2-yl)pyridin-2-yl)pyrimidin-2-amine). RXN SMILES: Br[C:2]1[CH:15]=[CH:14][CH:13]=[CH:12][C:3]=1[O:4][C:5]1[N:10]=[C:9]([NH2:11])[CH:8]=[CH:7][N:6]=1.CC1(C)C(C)(C)OB([C:24]2[CH:25]=[CH:26][C:27]([C:30]3[CH:31]=[N:32][C:33]([NH2:36])=[N:34][CH:35]=3)=[N:28][CH:29]=2)O1>>[NH2:11][C:9]1[CH:8]=[CH:7][N:6]=[C:5]([O:4][C:3]2[CH:12]=[CH:13][CH:14]=[CH:15][C:2]=2[C:24]2[CH:25]=[CH:26][C:27]([C:30]3[CH:35]=[N:34][C:33]([NH2:36])=[N:32][CH:31]=3)=[N:28][CH:29]=2)[N:10]=1. The product is NC1=NC(=NC=C1)OC1=C(C=CC=C1)C=1C=CC(=NC1)C=1C=NC(=NC1)N (5-(5-{2-[(4-Aminopyrimidin-2-yl)oxy]phenyl}pyridin-2-yl)pyrimidin-2-amine). Reported procedure: The title compound was prepared in a manner similar to that described in Example 88 using 2-(2-bromophenoxy)pyrimidin-4-amine and 5-(5-(4,4,5,5-tetramethyl-1,3,2-dioxaborolan-2-yl)pyridin-2-yl)pyrimidin-2-amine. MS (ESI): mass calcd. for C19H15N7O, 357.13; m/z found, 358.0 [M+H]+. 1H NMR (400 MHz, CD3OD) δ 8.86 (s, 2H), 8.64 (dd, J=2.3, 0.8, 1H), 7.95 (dd, J=8.3, 2.3, 1H), 7.78-7.72 (m, 2H), 7.53-7.45 (m, 2H), 7.38 (m, 1H), 7.23 (dd, J=8.1, 1.2, 1H), 6.11 (d, J=5.9, 1H). Reactants: C(C)(=O)N1C(C(C2=CC=C(C=C12)C(=O)OCC)=C(C1=CC=CC=C1)OCC)=O (1-acetyl-3-(1-ethoxy-1-phenylmethylene)-6-ethoxycarbonyl-2-indolinone), C(C1=CC=CC=C1)N(C)CC1=CC=C(N)C=C1 (4-(N-benzyl-N-methyl-aminomethyl)-aniline). Yields the product C(C1=CC=CC=C1)N(C)CC1=CC=C(N\C(\C2=CC=CC=C2)=C\2/C(NC3=CC(=CC=C23)C(=O)OCC)=O)C=C1 (3-Z-[1-(4-(N-benzyl-N-methyl-aminomethyl)-anilino)-1-phenyl-methylene]-6-ethoxycarbonyl-2-indolinone). As a reaction SMILES: C([N:4]1[C:12]2[C:7](=[CH:8][CH:9]=[C:10]([C:13]([O:15][CH2:16][CH3:17])=[O:14])[CH:11]=2)[C:6](=[C:18](OCC)[C:19]2[CH:24]=[CH:23][CH:22]=[CH:21][CH:20]=2)[C:5]1=[O:28])(=O)C.[CH2:29]([N:36]([CH2:38][C:39]1[CH:45]=[CH:44][C:42]([NH2:43])=[CH:41][CH:40]=1)[CH3:37])[C:30]1[CH:35]=[CH:34][CH:33]=[CH:32][CH:31]=1>>[CH2:29]([N:36]([CH2:38][C:39]1[CH:40]=[CH:41][C:42]([NH:43]/[C:18](=[C:6]2\[C:5](=[O:28])[NH:4][C:12]3[C:7]\2=[CH:8][CH:9]=[C:10]([C:13]([O:15][CH2:16][CH3:17])=[O:14])[CH:11]=3)/[C:19]2[CH:24]=[CH:23][CH:22]=[CH:21][CH:20]=2)=[CH:44][CH:45]=1)[CH3:37])[C:30]1[CH:31]=[CH:32][CH:33]=[CH:34][CH:35]=1. Reported procedure: Prepared from 1-acetyl-3-(1-ethoxy-1-phenylmethylene)-6-ethoxycarbonyl-2-indolinone and 4-(N-benzyl-N-methyl-aminomethyl)-aniline Rf value: 0.4 (silica gel, methylene chloride/ethanol=10:1) C33H31N3O3